This data is from the Open Reaction Database (ORD), a public repository of structured organic reaction records. The task is: describe an organic reaction: reactants, conditions, products, and yield Reactants: C(#N)C=1C=CC2=C(N=C(O2)CC2=C3C=CN(C3=C(C=C2OC)C)C(=O)OC(C)(C)C)C1 (tert-Butyl 4-((5-cyanobenzo[d]oxazol-2-yl)methyl)-5-methoxy-7-methyl-1H-indole-1-carboxylate), CC(C)([O-])C.[K+] (potassium tert-butoxide), [Cl-].[NH4+] (ammonium chloride), C1COCCOCCOCCOCCOCCO1 (18-crown-6), C(C=C)(=O)OCC (ethyl acrylate). Run in C1CCOC1 (THF), C1CCOC1 (THF), C1CCOC1 (THF), C1CCOC1 (THF). Run at time 15 minute. Product: C(#N)C=1C=CC2=C(N=C(O2)C(CCC(=O)OCC)C2=C3C=CN(C3=C(C=C2OC)C)C(=O)OC(C)(C)C)C1 ((±)-tert-Butyl 4-(1-(5-cyanobenzo[d]oxazol-2-yl)-4-ethoxy-4-oxobutyl)-5-methoxy-7-methyl-1H-indole-1-carboxylate). Reaction SMILES: [C:1]([C:3]1[CH:4]=[CH:5][C:6]2[O:10][C:9]([CH2:11][C:12]3[C:20]([O:21][CH3:22])=[CH:19][C:18]([CH3:23])=[C:17]4[C:13]=3[CH:14]=[CH:15][N:16]4[C:24]([O:26][C:27]([CH3:30])([CH3:29])[CH3:28])=[O:25])=[N:8][C:7]=2[CH:31]=1)#[N:2].CC(C)([O-])C.[K+].C1OCCOCCOCCOCCOCCOC1.[C:56]([O:60][CH2:61][CH3:62])(=[O:59])[CH:57]=[CH2:58].[Cl-].[NH4+]>C1COCC1>[C:1]([C:3]1[CH:4]=[CH:5][C:6]2[O:10][C:9]([CH:11]([C:12]3[C:20]([O:21][CH3:22])=[CH:19][C:18]([CH3:23])=[C:17]4[C:13]=3[CH:14]=[CH:15][N:16]4[C:24]([O:26][C:27]([CH3:28])([CH3:30])[CH3:29])=[O:25])[CH2:58][CH2:57][C:56]([O:60][CH2:61][CH3:62])=[O:59])=[N:8][C:7]=2[CH:31]=1)#[N:2] |f:1.2,5.6|. Procedure details: A solution of tert-butyl 4-((5-cyanobenzo[d]oxazol-2-yl)methyl)-5-methoxy-7-methyl-1H-indole-1-carboxylate (Example 144-A) (189 mg, 0.453 mmol) in THF (1.7 mL) was added to a solution of potassium tert-butoxide (50.8 mg, 0.453 mmol) in THF (1.7 mL) under nitrogen at −78° C. After stirring for 15 min a solution 18-crown-6 (11.97 mg, 0.045 mmol) in THF (566 μl) was added to the mixture at the same temperature and the reaction was then stirred for another 15 min. At this point ethyl acrylate (61.5 ... Reactants: COCCOCCOC, CCOC(=O)c1ccc(F)cc1F, [K+], [K+], [K+], Oc1ccc2[nH]ncc2c1, O=P([O-])([O-])[O-]. The product is CCOC(=O)c1ccc(F)cc1Oc1ccc2[nH]ncc2c1. RXN SMILES: [CH3:32][O:33][CH2:34][CH2:35][O:36][CH2:37][CH2:38][O:39][CH3:40].[F:1][c:2]1[c:3]([C:4](=[O:5])[O:6][CH2:7][CH3:8])[cH:9][cH:10][c:11]([F:13])[cH:12]1.[K+:19].[K+:20].[K+:21].[OH:22][c:23]1[cH:24][c:25]2[cH:26][n:27][nH:28][c:29]2[cH:30][cH:31]1.[P:14]([O-:15])([O-:16])([O-:17])=[O:18]>>[c:2]1([O:22][c:23]2[cH:24][c:25]3[cH:26][n:27][nH:28][c:29]3[cH:30][cH:31]2)[c:3]([C:4](=[O:5])[O:6][CH2:7][CH3:8])[cH:9][cH:10][c:11]([F:13])[cH:12]1. Reactants: CC(C(CCCCC)C)C=1C=C(C=C(O)C1)O (5-(1,2-dimethylheptyl)resorcinol), Cl (hydrogen chloride), C(C)(=O)O (acetic acid), C(C)(=O)C1C(CCCC1)=O (2-acetylcyclohexanone). Conditions: time 48 hour. Product: C(C)(=O)OC1=CC(=CC=2OC=3CCCCC3C(C12)C)C(C(CCCCC)C)C (1-acetoxy-3-(1,2-dimethylheptyl)-5,6,7,8-tetrahydro-9-methylxanthene). Reaction SMILES: [CH3:1][CH:2]([C:10]1[CH:11]=[C:12]([OH:17])[CH:13]=[C:14]([CH:16]=1)[OH:15])[CH:3]([CH3:9])[CH2:4][CH2:5][CH2:6][CH2:7][CH3:8].[C:18]([CH:21]1[CH2:26][CH2:25][CH2:24][CH2:23][C:22]1=O)(=O)[CH3:19].Cl.[C:29](O)(=[O:31])[CH3:30]>>[C:29]([O:17][C:12]1[C:13]2[CH:18]([CH3:19])[C:21]3[CH2:26][CH2:25][CH2:24][CH2:23][C:22]=3[O:15][C:14]=2[CH:16]=[C:10]([CH:2]([CH3:1])[CH:3]([CH3:9])[CH2:4][CH2:5][CH2:6][CH2:7][CH3:8])[CH:11]=1)(=[O:31])[CH3:30]. Procedure: A solution of 26.2 g. of 5-(1,2-dimethylheptyl)resorcinol and 16.5 g. of 2-acetylcyclohexanone in 150 ml. of acetic acid is cooled to 15° and saturated with hydrogen chloride gas. The mixture is allowed to warm to 25°, stirred for 48 hours and then quenched by pouring into 500 ml. of methanol at 0° and adding 40 g. of sodium bicarbonate to the methanol solution. Sodium cyanoborohydride is then added to the reaction mixture until the bright orange color is dissipated. The solution is concentrated... RXN SMILES: [CH3:1][O:2][C:3]1[CH:26]=[CH:25][C:6]2[N:7]=[C:8]([C:10]3[CH:24]=[CH:23][C:13]([CH2:14]P(=O)(OCC)OCC)=[CH:12][CH:11]=3)[S:9][C:5]=2[CH:4]=1.C[O-].[Na+].[F:30][CH2:31][CH2:32][O:33][C:34]1[CH:41]=[CH:40][C:37]([CH:38]=O)=[CH:36][CH:35]=1>CO>[F:30][CH2:31][CH2:32][O:33][C:34]1[CH:41]=[CH:40][C:37]([CH:38]=[CH:14][C:13]2[CH:12]=[CH:11][C:10]([C:8]3[S:9][C:5]4[CH:4]=[C:3]([O:2][CH3:1])[CH:26]=[CH:25][C:6]=4[N:7]=3)=[CH:24][CH:23]=2)=[CH:36][CH:35]=1 |f:1.2|. Isolated yield 77.4%. Procedure details: Prepared as described in the Alkene Formation section using diethyl 4-(6-methoxybenzothiazol-2-yl)benzylphosphonate (0.06 g, 0.153 mmol), sodium methoxide (0.5 M solution in MeOH, 0.46 ml, 0.23 mmol) and 4-(2-fluoroethoxy)-benzaldehyde (0.028 g, 0.168 mmol) in dry MeOH (5 ml) to give the title compound (0.048 g, 77%) as a pale yellow solid after work-up. The product is FCCOC1=CC=C(C=C1)C=CC1=CC=C(C=C1)C=1SC2=C(N1)C=CC(=C2)OC (2-{4-[2-(4-(2-Fluoroethoxy)-phenyl)-vinyl]-phenyl}-6-methoxybenzothiazole). The reactants are Alkene, FCCOC1=CC=C(C=O)C=C1 (4-(2-fluoroethoxy)-benzaldehyde), COC1=CC2=C(N=C(S2)C2=CC=C(CP(OCC)(OCC)=O)C=C2)C=C1 (diethyl 4-(6-methoxybenzothiazol-2-yl)benzylphosphonate), C[O-].[Na+] (sodium methoxide). Run in CO (MeOH). The product is C(=O)(OCC)N1CCOC(CC1)(C1=CC=CC=C1)C1=CC=CC=C1 (4-carbethoxy-7,7-diphenylhexahydro-1,4-oxazepine). Reaction SMILES: C([N:8]1[CH2:14][CH2:13][C:12]([C:21]2[CH:26]=[CH:25][CH:24]=[CH:23][CH:22]=2)([C:15]2[CH:20]=[CH:19][CH:18]=[CH:17][CH:16]=2)[O:11][CH2:10][CH2:9]1)C1C=CC=CC=1.Cl[C:28]([O:30][CH2:31][CH3:32])=[O:29]>C(Cl)Cl>[C:28]([N:8]1[CH2:14][CH2:13][C:12]([C:15]2[CH:20]=[CH:19][CH:18]=[CH:17][CH:16]=2)([C:21]2[CH:26]=[CH:25][CH:24]=[CH:23][CH:22]=2)[O:11][CH2:10][CH2:9]1)([O:30][CH2:31][CH3:32])=[O:29]. Procedure: To the solution of 30.25 g of 4-benzyl-7,7-diphenylhexahydro-1,4-oxazepine in 300 ml of methylene chloride, that of 10.4 g of ethyl chloroformate in 100 ml of methylene chloride is added dropwise while stirring. After 30 minutes the mixture is allowed to warm up to room temperature and stirred for 15 hours. It is successively washed twice with 50 ml of N hydrochloric acid, 50 ml of N aqueous sodium hydroxide and 50 ml of saturated sodium chloride each, dried, filtered and evaporated. The residue... Run in C(Cl)Cl (methylene chloride), C(Cl)Cl (methylene chloride). Reaction conditions: time 30 minute. The reactants are C(C1=CC=CC=C1)N1CCOC(CC1)(C1=CC=CC=C1)C1=CC=CC=C1 (4-benzyl-7,7-diphenylhexahydro-1,4-oxazepine), ClC(=O)OCC (ethyl chloroformate). Reactants: ClC1=NC=NC(=C1)C1=C(C=CC=C1)F (4-chloro-6-(2-fluorophenyl)pyrimidine), C(C#CC)O (2-butyn-1-ol), O (water), [H-].[Na+] (sodium hydride). Solvent: CN(C=O)C (N,N-dimethylformamide). Conditions: time 8 hour. Yields the product FC1=C(C=CC=C1)C1=NC=NC(=C1)OCC#CC (4-(2-fluorophenyl)-6-(2-butynyloxy)pyrimidine). The yield is 66.6%. As a reaction SMILES: Cl[C:2]1[CH:7]=[C:6]([C:8]2[CH:13]=[CH:12][CH:11]=[CH:10][C:9]=2[F:14])[N:5]=[CH:4][N:3]=1.[CH2:15]([OH:19])[C:16]#[C:17][CH3:18].[H-].[Na+].O>CN(C)C=O>[F:14][C:9]1[CH:10]=[CH:11][CH:12]=[CH:13][C:8]=1[C:6]1[CH:7]=[C:2]([O:19][CH2:15][C:16]#[C:17][CH3:18])[N:3]=[CH:4][N:5]=1 |f:2.3|. Reported procedure: In 5 ml of N,N-dimethylformamide were dissolved 207 mg of 4-chloro-6-(2-fluorophenyl)pyrimidine and 83 mg of 2-butyn-1-ol, to which 48 mg of sodium hydride (60% in oil) was added, followed by stirring at room temperature for 8 hours. The reaction mixture was then poured into water and extracted with ethyl acetate. The organic layer was washed with a saturated aqueous sodium chloride solution, dried over anhydrous magnesium sulfate, and then concentrated. The resulting residue was subjected to si... The reactants are ClC=1C=C(C=CC1)N1C(C([C@H]([C@@H]1C)O)(F)F)=O ((4S,5S)-1-(3-chlorophenyl)-3,3-difluoro-4-hydroxy-5-methylpyrrolidin-2-one), IN1C(CCC1=O)=O (N-iodosuccinimide). Reagents/catalysts: S(O)(O)(=O)=O (sulfuric acid). Solvent: C(C)(=O)O (acetic acid). Reaction conditions: time 18 hour. The product is ClC=1C=C(C=CC1I)N1C(C([C@H]([C@@H]1C)O)(F)F)=O ((4S,5S)-1-(3-chloro-4-iodophenyl)-3,3-difluoro-4-hydroxy-5-methylpyrrolidin-2-one). The yield is 69.0%. Reaction SMILES: [Cl:1][C:2]1[CH:3]=[C:4]([N:8]2[C@@H:12]([CH3:13])[C@H:11]([OH:14])[C:10]([F:16])([F:15])[C:9]2=[O:17])[CH:5]=[CH:6][CH:7]=1.[I:18]N1C(=O)CCC1=O>C(O)(=O)C.S(=O)(=O)(O)O>[Cl:1][C:2]1[CH:3]=[C:4]([N:8]2[C@@H:12]([CH3:13])[C@H:11]([OH:14])[C:10]([F:15])([F:16])[C:9]2=[O:17])[CH:5]=[CH:6][C:7]=1[I:18]. Procedure: To a solution of (4S,5S)-1-(3-chlorophenyl)-3,3-difluoro-4-hydroxy-5-methylpyrrolidin-2-one (110.5 mg) and N-iodosuccinimide (130 mg) in acetic acid (3 mL) was added dropwise conc. sulfuric acid (3 drops), and the mixture was stirred at room temperature for 18 hr. The reaction mixture was concentrated, water was added and the mixture was extracted with ethyl acetate. The extract was dried over anhydrous magnesium sulfate and concentrated under reduced pressure. The residue was purified by silica... Starting materials: ClCCCBr, [Li]CCCC, C1CCOC1, CCCCCC, CCOC(C)=O, Cl, O=C(O)Cc1cccc(F)c1. Yields the product O=C(O)C(CCCCl)c1cccc(F)c1. As a reaction SMILES: [Br:17][CH2:18][CH2:19][CH2:20][Cl:21].[CH2:12]([Li:13])[CH2:14][CH2:15][CH3:16].[CH2:23]1[O:24][CH2:25][CH2:26][CH2:27]1.[CH3:28][CH2:29][CH2:30][CH2:31][CH2:32][CH3:33].[CH3:34][CH2:35][O:36][C:37](=[O:38])[CH3:39].[ClH:22].[F:1][c:2]1[cH:3][c:4]([CH2:8][C:9](=[O:10])[OH:11])[cH:5][cH:6][cH:7]1>>[F:1][c:2]1[cH:3][c:4]([CH:8]([C:9](=[O:10])[OH:11])[CH2:18][CH2:19][CH2:20][Cl:21])[cH:5][cH:6][cH:7]1. Reactants: BrC=1C(=C(C(=O)OCC)C(=CC1)CS(=O)(=O)C1=CC=C(C=C1)F)OC (ethyl 3-bromo-6-(4-fluorobenzenesulphonylmethyl)-2-methoxy-benzoate), BrCC1=CC(=C(C(=C1C(=O)OCC)OC)I)OC (ethyl 6-bromomethyl-3-iodo-2,4-dimethoxybenzoate), BrCC1=CC(=C(C(=C1C(=O)OCC)OC)I)OC (ethyl 6-bromomethyl-3-iodo-2,4-dimethoxybenzoate). Product: C1(=CC=CC=C1)S(=O)(=O)CC1=CC(=C(C(=C1C(=O)OCC)OC)I)OC (Ethyl 6-(benzenesulphonylmethyl)-3-iodo-2,4-dimethoxybenzoate). As a reaction SMILES: BrC1C(OC)=C(C(C[S:14]([C:17]2[CH:22]=[CH:21][C:20](F)=[CH:19][CH:18]=2)(=[O:16])=[O:15])=CC=1)C(OCC)=O.Br[CH2:27][C:28]1[C:33]([C:34]([O:36][CH2:37][CH3:38])=[O:35])=[C:32]([O:39][CH3:40])[C:31]([I:41])=[C:30]([O:42][CH3:43])[CH:29]=1>>[C:17]1([S:14]([CH2:27][C:28]2[C:33]([C:34]([O:36][CH2:37][CH3:38])=[O:35])=[C:32]([O:39][CH3:40])[C:31]([I:41])=[C:30]([O:42][CH3:43])[CH:29]=2)(=[O:16])=[O:15])[CH:22]=[CH:21][CH:20]=[CH:19][CH:18]=1. Procedure: Prepared by proceeding in a similar manner to Intermediate 85, starting from ethyl 6-bromomethyl-3-iodo-2,4-dimethoxybenzoate (Intermediate 202).